From a dataset of the Open Reaction Database (ORD), a public repository of structured organic reaction records. describe an organic reaction: reactants, conditions, products, and yield Starting materials: CC#N, COCCCCl, [F-], [I-], [K+], [K+], O=C1COc2ccc(CO)cc2N1. Product: COCCCN1C(=O)COc2ccc(CO)cc21. As a reaction SMILES: [CH3:24][C:25]#[N:26].[Cl:14][CH2:15][CH2:16][CH2:17][O:18][CH3:19].[F-:20].[I-:23].[K+:21].[K+:22].[OH:1][CH2:2][c:3]1[cH:4][cH:5][c:6]2[c:7]([cH:13]1)[NH:8][C:9](=[O:12])[CH2:10][O:11]2>>[OH:1][CH2:2][c:3]1[cH:4][cH:5][c:6]2[c:7]([cH:13]1)[N:8]([CH2:15][CH2:16][CH2:17][O:18][CH3:19])[C:9](=[O:12])[CH2:10][O:11]2. The reactants are CC1(C)C(=O)N(Br)C(=O)N1Br, CC(=O)OC1CC2=CCC3C4CCC(C(C)CCCC(C)(C)OC(C)=O)C4(C)CCC3C2(C)C(OC(C)=O)C1, CCOC(C)=O, CCCCCC, Cc1ccccc1C. Yields the product CC(=O)OC1CC2=CC=C3C4CCC(C(C)CCCC(C)(C)OC(C)=O)C4(C)CCC3C2(C)C(OC(C)=O)C1. RXN SMILES: [Br:40][N:41]1[C:42]([CH3:43])([CH3:44])[C:45](=[O:46])[N:47]([Br:48])[C:49]1=[O:50].[C:1]([CH3:2])(=[O:3])[O:4][CH:5]1[CH2:6][CH:7]([O:36][C:37]([CH3:38])=[O:39])[CH2:8][C:9]2=[CH:10][CH2:11][CH:12]3[CH:13]4[CH2:14][CH2:15][CH:16]([CH:17]([CH2:18][CH2:19][CH2:20][C:21]([CH3:22])([CH3:23])[O:24][C:25]([CH3:26])=[O:27])[CH3:28])[C:29]4([CH3:35])[CH2:30][CH2:31][CH:32]3[C:33]12[CH3:34].[CH2:65]([O:66][C:67](=[O:68])[CH3:69])[CH3:70].[CH3:51][CH2:52][CH2:53][CH2:54][CH2:55][CH3:56].[c:57]1([CH3:58])[c:59]([CH3:60])[cH:61][cH:62][cH:63][cH:64]1>>[C:1]([CH3:2])(=[O:3])[O:4][CH:5]1[CH2:6][CH:7]([O:36][C:37]([CH3:38])=[O:39])[CH2:8][C:9]2=[CH:10][CH:11]=[C:12]3[CH:13]4[CH2:14][CH2:15][CH:16]([CH:17]([CH2:18][CH2:19][CH2:20][C:21]([CH3:22])([CH3:23])[O:24][C:25]([CH3:26])=[O:27])[CH3:28])[C:29]4([CH3:35])[CH2:30][CH2:31][CH:32]3[C:33]12[CH3:34]. Starting materials: C(=O)(OC(C)(C)C)N1C=CC2=CC=C(C=C12)[N+](=O)[O-] (1-Boc-6-nitroindole), Ni(OAc)2.4H2O, [BH4-].[Na+] (NaBH4), [BH4-].[Na+] (NaBH4). The solvent is C1CCOC1 (THF), CO (MeOH). Run at time 15 minute. Yields the product C(=O)(OC(C)(C)C)N1C=CC2=CC=C(C=C12)N (1-Boc-6-aminoindole). RXN SMILES: [C:1]([N:8]1[C:16]2[C:11](=[CH:12][CH:13]=[C:14]([N+:17]([O-])=O)[CH:15]=2)[CH:10]=[CH:9]1)([O:3][C:4]([CH3:7])([CH3:6])[CH3:5])=[O:2].[BH4-].[Na+]>C1COCC1.CO>[C:1]([N:8]1[C:16]2[C:11](=[CH:12][CH:13]=[C:14]([NH2:17])[CH:15]=2)[CH:10]=[CH:9]1)([O:3][C:4]([CH3:7])([CH3:6])[CH3:5])=[O:2] |f:1.2|. Reported procedure: To a stirring solution of 1-Boc-6-nitroindole (250 mg, 0.95 mmol) in THF (5 mL) and MeOH (10 mL) at 0° C., was added Ni(OAc)2.4H2O (473 mg, 1.9 mmol). After complete dissolution, NaBH4 (143 mg, 3.8 mmol) was added slowly. Upon addition of the NaBH4, the reaction mixture turned black and vigorous gas evolution was observed. After 15 min, the solvents were removed in vacuo and the residue was dissolved in a stirring mixture of ethyl acetate (100 mL), conc NH4OH (10 mL) and water (20 mL). The layer... The reactants are OS(=O)(=O)O (H2SO4), [OH-].[Na+] (NaOH), CC1=CC=C(C=C1)C(CCN1CCCC1)(O)C1=NC=CC=C1 (1-(4-methylphenyl)-1-(2-pyridyl)-3-pyrrolidinopropan-1-ol), ice. Run in O (water). Reaction conditions: temperature 85 celsius. Yields the product CC=1C=CC(=CC1)/C(=C\CN2CCCC2)/C=3C=CC=CN3 (triprolidine). Yield: 114.3%. As a reaction SMILES: OS(O)(=O)=O.[CH3:6][C:7]1[CH:12]=[CH:11][C:10]([C:13]([C:22]2[CH:27]=[CH:26][CH:25]=[CH:24][N:23]=2)(O)[CH2:14][CH2:15][N:16]2[CH2:20][CH2:19][CH2:18][CH2:17]2)=[CH:9][CH:8]=1.[OH-].[Na+]>O>[CH3:6][C:7]1[CH:12]=[CH:11][C:10](/[C:13](/[C:22]2[CH:27]=[CH:26][CH:25]=[CH:24][N:23]=2)=[CH:14]\[CH2:15][N:16]2[CH2:17][CH2:18][CH2:19][CH2:20]2)=[CH:9][CH:8]=1 |f:2.3|. Procedure: 45 ml of demineralized water is charged into a round-bottomed flask kept at 25° to 30° C. and then slowly 405 ml of 90% Conc. H2SO4 is added and the temperature is raised to 40° C.-60° C. under stirring. Slowly 150 g of 1-(4-methylphenyl)-1-(2-pyridyl)-3-pyrrolidinopropan-1-ol is charged and the temperature is maintained at 85° C. under stirring. The reaction mass is heated to 100-105° C. and the temperature is maintained for 4 hours under stirring. After completion of the reaction, the reaction... Starting materials: solution, [Li]CCCC (n-BuLi), CCCCCC (hexane), BrC1=NC(=CC=C1)Br (2,6-dibromopyridine), CCOCC (ether), Cl (HCl). The solvent is CN(C(C)=O)C (N,N-dimethylacetamide). Reaction conditions: time 30 minute. Yields the product BrC1=NC(=CC=C1)C(C)=O (2-bromo-6-acetylpyridine). Yield: 28.0%. As a reaction SMILES: [Li]CCCC.CCCCCC.Br[C:13]1[CH:18]=[CH:17][CH:16]=[C:15]([Br:19])[N:14]=1.Cl.[CH3:21][CH2:22][O:23]CC>CN(C)C(=O)C>[Br:19][C:15]1[CH:16]=[CH:17][CH:18]=[C:13]([C:22](=[O:23])[CH3:21])[N:14]=1. Reported procedure: 12.5 mL of a solution of n-BuLi 1.6 M in hexane (20 mmol) are added at −78° C. to a solution of 4.70 g 2,6-dibromopyridine 20 (20 mmol) in 100 mL anhydrous ether. The reaction medium is left in the cold for 30 min. 2 mL N,N-dimethylacetamide are added cold (−78° C.) for 1 h, then allowed to reach the ambient temperature. The reaction medium is neutralized with 25 mL of an aqueous HCl 1M solution. The aqueous phase is extracted with Et2O (3×20 mL). The combined organic phases are washed with brin... The reactants are ice water, C(#N)C(CO)C1=CC=C(C=C1)Br (2-cyano-2-(4-bromophenyl)-ethanol), N1=CC=CC=C1 (pyridine), P(Br)(Br)Br (PBr3). Run in C(Cl)Cl (CH2Cl2). Run at time 3 hour. Product: C(#N)C(CBr)C1=CC=C(C=C1)Br (2-Cyano-2-(4-bromophenyl)-ethylbromide). RXN SMILES: [C:1]([CH:3]([C:6]1[CH:11]=[CH:10][C:9]([Br:12])=[CH:8][CH:7]=1)[CH2:4]O)#[N:2].N1C=CC=CC=1.P(Br)(Br)[Br:20]>C(Cl)Cl>[C:1]([CH:3]([C:6]1[CH:11]=[CH:10][C:9]([Br:12])=[CH:8][CH:7]=1)[CH2:4][Br:20])#[N:2]. Reported procedure: To a mixture of 24 g (0.11 mol) 2-cyano-2-(4-bromophenyl)-ethanol and 4.5 g (0.055 mol) pyridine in 100 ml CH2Cl2 are slowly added, at -5° to 0°, 12 g (0.044 mol) PBr3. The mixture is stirred for 3 hours at room temperature, thereafter for 2 hours at 40°, allowed to cool off, then poured into 500 ml ice water and extracted with CH2Cl2. The extract is washed with water, dried and evaporated. The resulting residue is chromatographed over a silica gel column with hexane/diethylether 6:4. The glassy... Starting materials: CNC1(CCCCC1=O)C=2C=CC=CC2Cl (ketamine), CC=1C=CC=C(C1NC2=NCCCS2)C (xylazine), C(C(F)(F)F)(OC(F)F)Cl (Isoflurane), solution, C[C@]12CCCCC1=CC[C@@H]3[C@@H]2CC[C@]4([C@H]3C[C@H](C4=O)F)C.C(C)O (fluasterone ethanol). The product is CC1=CC[C@@H](CC1)C(=C)C (limonene), C(CCCCCCCCCCCCC)(=O)OC(C)C (isopropyl myristate). RXN SMILES: C(Cl)(OC(F)F)C(F)(F)F.CN[C:13]1([C:20]2[CH:21]=[CH:22][CH:23]=[CH:24][C:25]=2Cl)[C:18](=O)[CH2:17][CH2:16][CH2:15][CH2:14]1.CC1C=CC=C(C)C=1NC1SCCCN=1.C[C@@:43]12[C@H:52]3CC[C@:55]4(C)[C:59](=[O:60])[C@H:58](F)[CH2:57][C@H:56]4[C@@H:51]3[CH2:50][CH:49]=[C:48]1[CH2:47]CCC2.[CH2:63]([OH:65])[CH3:64]>>[CH3:47][C:48]1[CH2:43][CH2:52][C@@H:51]([C:56]([CH3:57])=[CH2:55])[CH2:50][CH:49]=1.[C:63]([O:60][CH:59]([CH3:55])[CH3:58])(=[O:65])[CH2:64][CH2:25][CH2:24][CH2:23][CH2:22][CH2:21][CH2:20][CH2:13][CH2:18][CH2:17][CH2:16][CH2:15][CH3:14] |f:3.4|. Procedure details: The mice were anesthetized with Isoflurane, and then were given an intramuscular injection of 0.1 mL solution of ketamine (50 mg/kg) and xylazine (10 mg/kg). Approximately 10 minutes after the i.m. injection (after the mice could not turn over when placed on their backs), the mice were treated with 12.3 μL of a mg/mL fluasterone/ethanol:limonene:isopropyl myristate solution to give a dose of 5 mg/kg. The mice were anesthetized and on their backs for approximately 30 minutes after application of ...